This data is from the Open Reaction Database (ORD), a public repository of structured organic reaction records. The task is: describe an organic reaction: reactants, conditions, products, and yield Starting materials: O=C([O-])O, CC1CCCN1, CO, Clc1cc(Cl)nc(Cl)n1, [Na+]. The product is CC1CCCN1c1nc(Cl)cc(Cl)n1. As a reaction SMILES: [C:10](=[O:11])([OH:12])[O-:13].[CH3:15][CH:16]1[NH:17][CH2:18][CH2:19][CH2:20]1.[CH3:21][OH:22].[Cl:1][c:2]1[n:3][c:4]([Cl:9])[cH:5][c:6]([Cl:8])[n:7]1.[Na+:14]>>[c:2]1([N:17]2[CH:16]([CH3:15])[CH2:20][CH2:19][CH2:18]2)[n:3][c:4]([Cl:9])[cH:5][c:6]([Cl:8])[n:7]1. Reactants: FC=1C=C(CN)C=CC1 (m-fluorobenzylamine), CN(C(=N)N[N+](=O)[O-])N=O (N-methyl-N-nitroso-N'-nitroguanidine), [OH-].[Na+] (NaOH). The solvent is C(C)O (ethanol). Conditions: time 18 hour. The product is FC=1C=C(CNC(=N)N[N+](=O)[O-])C=CC1 (1-(m-fluorobenzyl)-3-nitroguanidine). The yield is 89.2%. RXN SMILES: [F:1][C:2]1[CH:3]=[C:4]([CH:7]=[CH:8][CH:9]=1)[CH2:5][NH2:6].C[N:11](N=O)[C:12]([NH:14][N+:15]([O-:17])=[O:16])=N.[OH-].[Na+]>C(O)C>[F:1][C:2]1[CH:3]=[C:4]([CH:7]=[CH:8][CH:9]=1)[CH2:5][NH:6][C:12]([NH:14][N+:15]([O-:17])=[O:16])=[NH:11] |f:2.3|. Procedure details: The compound m-fluorobenzylamine (7.5 g, 0.06 mol) is added to a slurry of N-methyl-N-nitroso-N'-nitroguanidine (8.33 g, 0.056 mol) in a 50% aqueous ethanol mixture. The thus-formed mixture is stirred for 18 hours, then treated with 1N NaOH (150 ml), and the mixture filtered. The filtrate is acidified with concentrated HCl, and the reaction mixture is then filtered to obtain the desired fluffy white solid product (10.6 g) having a melting point of 177° C.-179° C. Starting materials: CCOCC, COc1ccc(C=CCO)cc1OC, CCO, ClCCCN1CCCCC1, Cl, O, O=C(O)C(=O)O. Yields the product COc1ccc(C=CCOCCCN2CCCCC2)cc1OC. Reaction SMILES: [CH2:35]([O:36][CH2:37][CH3:38])[CH3:39].[CH3:1][O:2][c:3]1[cH:4][c:5]([CH:11]=[CH:12][CH2:13][OH:14])[cH:6][cH:7][c:8]1[O:9][CH3:10].[CH3:32][CH2:33][OH:34].[Cl:15][CH2:16][CH2:17][CH2:18][N:19]1[CH2:20][CH2:21][CH2:22][CH2:23][CH2:24]1.[ClH:25].[OH2:40].[OH:26][C:27]([C:28](=[O:29])[OH:30])=[O:31]>>[CH3:1][O:2][c:3]1[cH:4][c:5]([CH:11]=[CH:12][CH2:13][O:14][CH2:16][CH2:17][CH2:18][N:19]2[CH2:20][CH2:21][CH2:22][CH2:23][CH2:24]2)[cH:6][cH:7][c:8]1[O:9][CH3:10]. The reactants are CC1=C(C(=CC=C1)C)O (2,6-dimethylphenol), FC1=C(C(=C(C(=C1CBr)F)F)F)F (pentafluorobenzyl bromide), C([O-])([O-])=O.[K+].[K+] (potassium carbonate), C1COCCOCCOCCOCCOCCO1 (18-crown-6 ether). The solvent is CC(=O)C (acetone). The product is FC1=C(C(=C(C(=C1COC1=C(C=CC=C1C)C)F)F)F)F (2,6-Dimethylphenyl pentafluorobenzyl ether). Yield: 96.0%. As a reaction SMILES: [CH3:1][C:2]1[CH:7]=[CH:6][CH:5]=[C:4]([CH3:8])[C:3]=1[OH:9].[F:10][C:11]1[C:16]([CH2:17]Br)=[C:15]([F:19])[C:14]([F:20])=[C:13]([F:21])[C:12]=1[F:22].C(=O)([O-])[O-].[K+].[K+].C1OCCOCCOCCOCCOCCOC1>CC(C)=O>[F:10][C:11]1[C:16]([CH2:17][O:9][C:3]2[C:4]([CH3:8])=[CH:5][CH:6]=[CH:7][C:2]=2[CH3:1])=[C:15]([F:19])[C:14]([F:20])=[C:13]([F:21])[C:12]=1[F:22] |f:2.3.4|. Procedure: A mixture of 2,6-dimethylphenol (5 mmol), pentafluorobenzyl bromide (1.3 g, 5 mmol), potassium carbonate (5 g), acetone (30 ml), and 18-crown-6 ether (0.1 g) were stirred under reflux for 5 hours. Work-up procedure was the same as above. Yield: 96%; m.p.: 81°-82° C.; 1H NMR, δ: 2.37 (s, 6H, CH3), 4.91 (s, 2H, CH2O), 6.96-7.16 (m, 3H, H-Ar) ppm; 13C NMR, δ: 15.7 (CH3), 59.9 (CH2O), 110.7 (C1', 2JC-F =18 Hz), 124.6 (C4), 129.0 (C3 & C5), 131.1 (C2 & C6), 137.6 (C2' & C6', JC-F =253 Hz), 141.7 (C4'...